This data is from the Open Reaction Database (ORD), a public repository of structured organic reaction records. The task is: describe an organic reaction: reactants, conditions, products, and yield The reactants are CC(C)CCC[C@@H](C)[C@H]1CC[C@H]2[C@@H]3CC=C4C[C@H](CC[C@]4(C)[C@H]3CC[C@]12C)OCCC#CCCOC(C1=CC=CC=C1)(C1=CC=CC=C1)C1=CC=CC=C1 (6-(5-cholesten-3β-yloxy)-1-(triphenylmethyloxy)hex-3-yne), O (Water), C(C)(=O)O (acetic acid). Run in O1CCOCC1 (p-dioxan). RXN SMILES: [CH3:1][CH:2]([CH2:4][CH2:5][CH2:6][C@H:7]([C@@H:9]1[C@:26]2([CH3:27])[C@H:12]([C@H:13]3[C@H:23]([CH2:24][CH2:25]2)[C@:21]2([CH3:22])[C:16]([CH2:17][C@@H:18]([O:28][CH2:29][CH2:30][C:31]#[C:32][CH2:33][CH2:34][O:35]C(C4C=CC=CC=4)(C4C=CC=CC=4)C4C=CC=CC=4)[CH2:19][CH2:20]2)=[CH:15][CH2:14]3)[CH2:11][CH2:10]1)[CH3:8])[CH3:3].C(O)(=O)C.O>O1CCOCC1>[CH3:3][CH:2]([CH2:4][CH2:5][CH2:6][C@H:7]([C@@H:9]1[C@:26]2([CH3:27])[C@H:12]([C@H:13]3[C@H:23]([CH2:24][CH2:25]2)[C@:21]2([CH3:22])[C:16]([CH2:17][C@@H:18]([O:28][CH2:29][CH2:30][C:31]#[C:32][CH2:33][CH2:34][OH:35])[CH2:19][CH2:20]2)=[CH:15][CH2:14]3)[CH2:11][CH2:10]1)[CH3:8])[CH3:1]. The product is CC(C)CCC[C@@H](C)[C@H]1CC[C@H]2[C@@H]3CC=C4C[C@H](CC[C@]4(C)[C@H]3CC[C@]12C)OCCC#CCCO (6-(5-cholesten-3β-yloxy)hex-3-yne-1-ol), oil. Reported procedure: A suspension of 6-(5-cholesten-3β-yloxy)-1-(triphenylmethyloxy)hex-3-yne (21 g) in p-dioxan (40 ml) is heated on a steam cone until dissolution. This is followed by the addition of 90% acetic acid (30 ml) until turbidity, and the reaction mixture is heated overnight at 100°. Water (15 ml) is added and the mixture is concentrated to a small volume. Ether and petroleum ether are added and crystals (triphenylmethanol) are filtered and discarded. The filtrate is concentrated to dryness and put on a ... Starting materials: CCN(C(C)C)C(C)C, O=[N+]([O-])c1ccccc1F, Nc1ccccc1. Yields the product O=[N+]([O-])c1ccccc1. RXN SMILES: [CH:18]([N:19]([CH:20]([CH3:21])[CH3:22])[CH2:23][CH3:24])([CH3:25])[CH3:26].[F:8][c:9]1[c:10]([N+:15](=[O:16])[O-:17])[cH:11][cH:12][cH:13][cH:14]1.[NH2:1][c:2]1[cH:3][cH:4][cH:5][cH:6][cH:7]1>>[cH:9]1[c:10]([N+:15](=[O:16])[O-:17])[cH:11][cH:12][cH:13][cH:14]1. Reactants: acid ( X ), O=C1N(C(C=2NC(=NC2N1CCC)C12CCC(CC1)(CC2)C(=O)O)=O)CCC (4-(2,6-Dioxo-1,3-dipropyl-2,3,6,7-tetrahydro-1H-purin-8-yl)-bicyclo[2.2.2]octane-1-carboxylic acid). Run in O1CCCC1 (tetrahydrofuran-), C1CCOC1 (THF). The product is OCC12CCC(CC1)(CC2)C2=NC=1N(C(N(C(C1N2)=O)CCC)=O)CCC (8-(4-Hydroxymethylbicyclo[2.2.2]oct-1-yl)-1,3-dipropyl-3,7-dihydropurine-2,6-dione). RXN SMILES: [O:1]=[C:2]1[N:10]([CH2:11][CH2:12][CH3:13])[C:9]2[N:8]=[C:7]([C:14]34[CH2:21][CH2:20][C:17]([C:22](O)=[O:23])([CH2:18][CH2:19]3)[CH2:16][CH2:15]4)[NH:6][C:5]=2[C:4](=[O:25])[N:3]1[CH2:26][CH2:27][CH3:28]>C1COCC1>[OH:23][CH2:22][C:17]12[CH2:18][CH2:19][C:14]([C:7]3[NH:6][C:5]4[C:4](=[O:25])[N:3]([CH2:26][CH2:27][CH3:28])[C:2](=[O:1])[N:10]([CH2:11][CH2:12][CH3:13])[C:9]=4[N:8]=3)([CH2:21][CH2:20]1)[CH2:15][CH2:16]2. Procedure: 4-(2,6-Dioxo-1,3-dipropyl-2,3,6,7-tetrahydro-1H-purin-8-yl)-bicyclo[2.2.2]octane 1-carboxylic acid (IX, Example 85a, 1 wt) and tetrahydrofuran-(1 l vol) are mixed under nitrogen. Borane tetrahydrofuran complex (1 M) in THF (5.1 vol) is added at such a rate as to maintain the internal temperature between 10 to 20°. The mixture is stirred at 10 to 20°for 17 to 20 hours until all of the acid (X) is consumed (TLC; dichloromethane/methanol, 9/1, visualization UV then potassium permanganate). Methanol... The reactants are C(CCCCCCCCCCCCCCC)(=O)OCCCCCCCCCCCCCCCC(=O)O (16-Hexadecanoyloxyhexadecanoic acid), ( f ), C(C(=O)Cl)(=O)Cl (oxalyl chloride). Run in O1CCCC1 (tetrahydrofuran). Conditions: time 3 day. The product is C(CCCCCCCCCCCCCCC)(=O)OCCCCCCCCCCCCCCCC(=O)Cl (16-Hexadecanoyloxyhexadecanoyl Chloride). The yield is 99.9%. RXN SMILES: [C:1]([O:18][CH2:19][CH2:20][CH2:21][CH2:22][CH2:23][CH2:24][CH2:25][CH2:26][CH2:27][CH2:28][CH2:29][CH2:30][CH2:31][CH2:32][CH2:33][C:34]([OH:36])=O)(=[O:17])[CH2:2][CH2:3][CH2:4][CH2:5][CH2:6][CH2:7][CH2:8][CH2:9][CH2:10][CH2:11][CH2:12][CH2:13][CH2:14][CH2:15][CH3:16].C(Cl)(=O)C([Cl:40])=O>O1CCCC1>[C:1]([O:18][CH2:19][CH2:20][CH2:21][CH2:22][CH2:23][CH2:24][CH2:25][CH2:26][CH2:27][CH2:28][CH2:29][CH2:30][CH2:31][CH2:32][CH2:33][C:34]([Cl:40])=[O:36])(=[O:17])[CH2:2][CH2:3][CH2:4][CH2:5][CH2:6][CH2:7][CH2:8][CH2:9][CH2:10][CH2:11][CH2:12][CH2:13][CH2:14][CH2:15][CH3:16]. Procedure details: 16-Hexadecanoyloxyhexadecanoic acid (7.73 g, 15.13 mmol) prepared as in (f) above was dissolved in tetrahydrofuran (140 ml) and oxalyl chloride (4.80 g, 37.83 mmol) was added dropwise. The mixture was stirred at room temperature for 3 days and then the solvent and unreacted oxalyl chloride were evaporated under reduced pressure to give 8.0 g (100%) of the title compound. The reactants are ClC1=CC=2N(CCC(C(C2S1)=O)=CN(C)C)C(C1=CC=C(C=C1)[N+](=O)[O-])=O (2-chloro-7-[(dimethylamino)methylene]-4,5,6,7-tetrahydro-4-(4-nitrobenzoyl)-8H-thieno[3,2-b]azepin-8-one), CNN (N-methylhydrazine). The solvent is CO (methanol). Run at temperature 80 celsius. The product is ClC1=CC=2N(CCC=3C(C2S1)=NN(C3)C)CC3=CC=C(C=C3)[N+](=O)[O-] (8-Chloro-2,4,5,6-tetrahydro-2-methyl-6-(4-nitrobenzyl)pyrazolo[3,4-d]thieno[3,2-b]azepine). As a reaction SMILES: [Cl:1][C:2]1[S:11][C:10]2[C:9](=O)[C:8](=[CH:13][N:14](C)[CH3:15])[CH2:7][CH2:6][N:5]([C:17](=O)[C:18]3[CH:23]=[CH:22][C:21]([N+:24]([O-:26])=[O:25])=[CH:20][CH:19]=3)[C:4]=2[CH:3]=1.C[NH:29]N>CO>[Cl:1][C:2]1[S:11][C:10]2[C:9]3=[N:29][N:14]([CH3:15])[CH:13]=[C:8]3[CH2:7][CH2:6][N:5]([CH2:17][C:18]3[CH:23]=[CH:22][C:21]([N+:24]([O-:26])=[O:25])=[CH:20][CH:19]=3)[C:4]=2[CH:3]=1. Procedure details: A mixture of 500 mg of 2-chloro-7-[(dimethylamino)methylene]-4,5,6,7-tetrahydro-4-(4-nitrobenzoyl)-8H-thieno[3,2-b]azepin-8-one in 15 ml of absolute methanol is stirred under argon while 131 μl of N-methylhydrazine is added. The reaction mixture is heated at 80° C. for 18 hours. The reaction mixture is cooled to room temperature and concentrated in vacuo to give 420 mg of the desired product as a solid. Reactants: O.NC=1C(=NC(=C(N1)N)Cl)C(=O)N=CNNC(=O)NCC(=O)OC(C)(C)C.NC=1C(=NC(=C(N1)N)Cl)C(=O)N=CNNC(=O)NCC(=O)OC(C)(C)C (3,5-diamino-6-chloro-N-{[(tert-butoxycarbonylmethylaminocarbonyl)amino]aminomethylene}-2-pyrazinecarboxamide hemihydrate), CC(C)=C (isobutylene). The solvent is Cl (hydrochloric acid). Product: O.Cl.Cl.NC=1C(=NC(=C(N1)N)Cl)C(=O)N=CNNC(=O)NCC(=O)O (3,5-Diamino-6-chloro-N-{[(carboxymethylaminocarbonyl)amino]aminomethylene}-2-pyrazinecarboxamide dihydrochloride hydrate). RXN SMILES: O.NC1C(C(N=CNNC(NCC(OC(C)(C)C)=O)=O)=[O:12])=NC([Cl:10])=C(N)N=1.[NH2:28][C:29]1[C:30]([C:37]([N:39]=[CH:40][NH:41][NH:42][C:43]([NH:45][CH2:46][C:47]([O:49]C(C)(C)C)=[O:48])=[O:44])=[O:38])=[N:31][C:32]([Cl:36])=[C:33]([NH2:35])[N:34]=1.CC(=C)C>Cl>[OH2:12].[ClH:10].[ClH:36].[NH2:28][C:29]1[C:30]([C:37]([N:39]=[CH:40][NH:41][NH:42][C:43]([NH:45][CH2:46][C:47]([OH:49])=[O:48])=[O:44])=[O:38])=[N:31][C:32]([Cl:36])=[C:33]([NH2:35])[N:34]=1 |f:0.1.2,5.6.7.8|. Procedure details: Concentrated hydrochloric acid (100 ml) and 3,5-diamino-6-chloro-N-{[(tert-butoxycarbonylmethylaminocarbonyl)amino]aminomethylene}-2-pyrazinecarboxamide hemihydrate (2 g.) are united in a 500 ml. round bottomed flask and heated with stirring on a steam bath for 10 minutes during which time the evolution of isobutylene is observed. The hot reaction mixture is filtered. The 3,5-diamino-6-chloro-N{[(carboxymethylaminocarbonyl)amino]aminomethylene}-2-pyrazinecarboxamide dihydrochloride hydrate which... Starting materials: O.C(C=O)(=O)O (glyoxylic acid monohydrate), C(C)OC(C(C(COC)C1=CNC2=CC=CC(=C12)OCC1=CC=CC=C1)N)=O (3-(4-benzyloxyindol-3-yl)-2-amino-5-oxahexanoic acid ethyl ester), C(C)(=O)OCC (ethyl acetate), C([O-])([O-])=O.[K+].[K+] (potassium carbonate). The solvent is O (water). Reaction conditions: time 14 hour. The product is C(C1=CC=CC=C1)OC1=C2C=3C(C(NC(C3N=C2C=CC1=C=O)C(=O)O)OCC)COC (5-benzyloxy-4-methoxymethyl-3-ethoxy-carbonyl-1,2,3,4-tetrahydro-β-carboline-1-carboxylic acid). RXN SMILES: C(OC(=O)[CH:5]([NH2:27])[CH:6]([C:10]1[C:18]2[C:13](=[CH:14][CH:15]=[CH:16][C:17]=2[O:19][CH2:20][C:21]2[CH:26]=[CH:25][CH:24]=[CH:23][CH:22]=2)[NH:12][CH:11]=1)[CH2:7][O:8][CH3:9])C.O.[C:30]([OH:34])(=[O:33])[CH:31]=O.[C:35](=O)([O-])[O-:36].[K+].[K+].C([O:44][CH2:45][CH3:46])(=O)C>O>[CH2:20]([O:19][C:17]1[C:16](=[C:35]=[O:36])[CH:15]=[CH:14][C:13]2[C:18]=1[C:10]1[CH:6]([CH2:7][O:8][CH3:9])[CH:5]([O:44][CH2:45][CH3:46])[NH:27][CH:31]([C:30]([OH:34])=[O:33])[C:11]=1[N:12]=2)[C:21]1[CH:26]=[CH:25][CH:24]=[CH:23][CH:22]=1 |f:1.2,3.4.5|. Procedure: 37.6 g of 3-(4-benzyloxyindol-3-yl)-2-amino-5-oxahexanoic acid ethyl ester is dissolved in 200 ml of ethyl acetate. Under vigorous agitation, a solution of 10.8 g of glyoxylic acid monohydrate in 120 ml of water is added dropwise thereto. The reaction mixture is subsequently adjusted to pH 4 with 10% potassium carbonate solution and stirred for 14 hours at room temperature. The thus-precipitated yellow crystallized product is vacuum-filtered, washed with ethyl acetate, and dried, thus obtaining ... Reactants: N1=CC=CC=C1 (pyridine), S(=O)([O-])S(=O)[O-].[Na+].[Na+] (sodium hydrosulfite), CC1=C(C(C(=C(C1=O)C)C)=O)CC(=C)C (3,5,6-trimethyl-2-(2-methyl-2-propenyl)-1,4-benzoquinone), NC1=CC=CC=C1 (aniline). Reagents/catalysts: [Ti](Cl)(Cl)(Cl)Cl (Titanium tetrachloride). Run in ClCCCl (1,2-dichloroethane), O (water), ClCCCl (1,2-dichloroethane). Reaction conditions: temperature 90 celsius, time 2 hour. Product: CC=1C(=C(C(=C(C1NC1=CC=CC=C1)C)C)O)CC(=C)C (3,5,6-Trimethyl-2-(2-methyl-2-propenyl)-4-phenylaminophenol). Isolated yield 42.8%. As a reaction SMILES: N1C=CC=CC=1.[CH3:7][C:8]1[C:13](=O)[C:12]([CH3:15])=[C:11]([CH3:16])[C:10](=[O:17])[C:9]=1[CH2:18][C:19]([CH3:21])=[CH2:20].[NH2:22][C:23]1[CH:28]=[CH:27][CH:26]=[CH:25][CH:24]=1.S(S([O-])=O)([O-])=O.[Na+].[Na+]>ClCCCl.O.[Ti](Cl)(Cl)(Cl)Cl>[CH3:7][C:8]1[C:9]([CH2:18][C:19]([CH3:21])=[CH2:20])=[C:10]([OH:17])[C:11]([CH3:16])=[C:12]([CH3:15])[C:13]=1[NH:22][C:23]1[CH:28]=[CH:27][CH:26]=[CH:25][CH:24]=1 |f:3.4.5|. Reported procedure: Titanium tetrachloride (2.58 ml, 23.4 mmol) was added dropwise to a solution of pyridine (7.60 ml, 93.6 mmol) in 1,2-dichloroethane (40 ml) and, after completion of the addition, the reaction mixture was heated under reflux for 30 minutes in an argon atmosphere. After cooling of the reaction mixture, a solution of 3,5,6-trimethyl-2-(2-methyl-2-propenyl)-1,4-benzoquinone (2.40 g, 11.7 mmol) and aniline (3.35 ml, 35.1 mmol) in 1,2-dichloroethane (5 ml) was added thereto and the mixture was stirred... Starting materials: C(CCCCCCC\C=C/C\C=C/CCCCC)(=O)O (Linoleic acid), CC(C)CCC[C@@H](C)[C@H]1CC[C@H]2[C@@H]3CC=C4C[C@@H](O)CC[C@]4(C)[C@H]3CC[C@]12C (cholesterol), OS(=O)(=O)O (H2SO4). Run in C(Cl)Cl (CH2Cl2). The product is CCCCC/C=C\C/C=C\CCCCCCCC(=O)O[C@H]1CC[C@@]2([C@H]3CC[C@]4([C@H]([C@@H]3CC=C2C1)CC[C@@H]4[C@H](C)CCCC(C)C)C)C (cholesteryl linoleate). As a reaction SMILES: [C:1]([OH:20])(=[O:19])[CH2:2][CH2:3][CH2:4][CH2:5][CH2:6][CH2:7][CH2:8]/[CH:9]=[CH:10]\[CH2:11]/[CH:12]=[CH:13]\[CH2:14][CH2:15][CH2:16][CH2:17][CH3:18].[CH3:21][CH:22]([CH2:24][CH2:25][CH2:26][C@H:27]([C@@H:29]1[C@:47]2([CH3:48])[C@H:32]([C@H:33]3[C@H:44]([CH2:45][CH2:46]2)[C@:42]2([CH3:43])[C:36]([CH2:37][C@H:38]([CH2:40][CH2:41]2)O)=[CH:35][CH2:34]3)[CH2:31][CH2:30]1)[CH3:28])[CH3:23].OS(O)(=O)=O>C(Cl)Cl>[CH3:18][CH2:17][CH2:16][CH2:15][CH2:14]/[CH:13]=[CH:12]\[CH2:11]/[CH:10]=[CH:9]\[CH2:8][CH2:7][CH2:6][CH2:5][CH2:4][CH2:3][CH2:2][C:1]([O:20][C@@H:38]1[CH2:37][C:36]2[C@@:42]([CH3:43])([C@@H:44]3[C@@H:33]([CH2:34][CH:35]=2)[C@@H:32]2[CH2:31][CH2:30][C@H:29]([C@@H:27]([CH2:26][CH2:25][CH2:24][CH:22]([CH3:21])[CH3:23])[CH3:28])[C@@:47]2([CH3:48])[CH2:46][CH2:45]3)[CH2:41][CH2:40]1)=[O:19]. Procedure: DCPLA (1 g), cholesterol (1 g), CH2Cl2 (20 ml), and concentrated H2SO4 (1 μl) were combined and refluxed overnight. The product was washed with sodium phosphate (pH 7.0, 5 ml) and purified by flash chromatography to yield the DCPLA-cholesteryl ester. Linoleic acid (1 g), cholesterol (1 g), CH2Cl2 (20 ml), and concentrated H2SO4 (20 μl) were combined and refluxed overnight. The product was washed with sodium phosphate (pH 7.0, 5 ml) and purified by flash chromatography to yield the cholesteryl li... Starting materials: C(C)(=O)OC(C)=O (acetic anhydride), C(C)OC1=C(C(=[N+](C=C1C)[O-])C)C (4-ethoxy-2,3,5-trimethylpyridine 1-oxide). Solvent: C(Cl)(Cl)Cl (chloroform). Yields the product C(C)(=O)OCC1=NC=C(C(=C1C)OCC)C ((4-ethoxy-3,5-dimethyl-2-pyridyl)methyl acetate). As a reaction SMILES: [C:1]([O:4][C:5](=[O:7])[CH3:6])(=O)[CH3:2].[CH2:8]([O:10][C:11]1[C:16](C)=[CH:15][N+:14]([O-])=[C:13](C)[C:12]=1[CH3:20])[CH3:9]>C(Cl)(Cl)Cl>[C:5]([O:4][CH2:1][C:2]1[C:16]([CH3:15])=[C:11]([O:10][CH2:8][CH3:9])[C:12]([CH3:20])=[CH:13][N:14]=1)(=[O:7])[CH3:6]. Reported procedure: 75 ml of acetic anhydride were added dropwise at room temperature to a solution of 31,3 g of 4-ethoxy-2,3,5-trimethylpyridine 1-oxide in 100 ml of chloroform. After boiling under reflux for 16 hours the solution was evaporated, the residue was dissolved in 100 ml of toluene and again evaporated. The residue was taken up in 250 ml of ethyl acetate, whereupon it was extracted three times with 100 ml of saturated sodium bicarbonate solution. The organic phase was dried over sodium sulfate and evapo...